The task is: describe an organic reaction: reactants, conditions, products, and yield. This data is from the Open Reaction Database (ORD), a public repository of structured organic reaction records. The reactants are ClC1=CC=2C3=C(NC2C=C1)CCN(CC3)C (9-chloro-3-methyl-1,2,3,4,5,6-hexahydroazepino[4,5-b]indole), [OH-].[Na+] (NaOH), ClC=1C=NC=C(C1)C=C (3-chloro-5-vinylpyridine). Run in O (water). Conditions: temperature 60 celsius. Yields the product ClC1=CC=2C3=C(N(C2C=C1)CCC=1C=NC=C(C1)Cl)CCN(CC3)C (9-chloro-6-(2-(5-chloropyridin-3-yl)ethyl)-3-methyl-1,2,3,4,5,6-hexahydroazepino[4,5-b]indole). Isolated yield 3.2%. As a reaction SMILES: [Cl:1][C:2]1[CH:10]=[CH:9][C:8]2[NH:7][C:6]3[CH2:11][CH2:12][N:13]([CH3:16])[CH2:14][CH2:15][C:5]=3[C:4]=2[CH:3]=1.[OH-].[Na+].[Cl:19][C:20]1[CH:21]=[N:22][CH:23]=[C:24]([CH:26]=[CH2:27])[CH:25]=1>O>[Cl:1][C:2]1[CH:10]=[CH:9][C:8]2[N:7]([CH2:27][CH2:26][C:24]3[CH:23]=[N:22][CH:21]=[C:20]([Cl:19])[CH:25]=3)[C:6]3[CH2:11][CH2:12][N:13]([CH3:16])[CH2:14][CH2:15][C:5]=3[C:4]=2[CH:3]=1 |f:1.2|. Procedure details: The title compound was prepared by following general procedure 4. To a solution of 9-chloro-3-methyl-1,2,3,4,5,6-hexahydroazepino[4,5-b]indole (100 mg, 0.42 mmol) in 50% aq. NaOH solution (5 mL) tetra n-butyl ammonium chloride (9 mg, 0.03 mmol) followed by 3-chloro-5-vinylpyridine (65 mg, 0.47 mmol) was added. The reaction mixture was heated at 60° C. for 8 h. After completion of reaction, the reaction mixture was diluted with water, extracted with ethyl acetate; the organic layer was dried over... RXN SMILES: [CH3:1][N:2]1[C:6]([C:7](=[O:24])[NH:8][C:9]2[CH:14]=[CH:13][N:12]3[N:15]=[C:16]([C:18]4[CH:23]=[CH:22][CH:21]=[CH:20][CH:19]=4)[N:17]=[C:11]3[CH:10]=2)=[C:5]([C:25](O)=[O:26])[CH:4]=[N:3]1.Cl.[O:29]1[CH2:32][CH:31]([NH2:33])[CH2:30]1.C(N(C(C)C)CC)(C)C.CCCP(=O)=O>O1CCCC1>[CH3:1][N:2]1[C:6]([C:7]([NH:8][C:9]2[CH:14]=[CH:13][N:12]3[N:15]=[C:16]([C:18]4[CH:23]=[CH:22][CH:21]=[CH:20][CH:19]=4)[N:17]=[C:11]3[CH:10]=2)=[O:24])=[C:5]([C:25]([NH:33][CH:31]2[CH2:32][O:29][CH2:30]2)=[O:26])[CH:4]=[N:3]1 |f:1.2|. Starting materials: CN1N=CC(=C1C(NC1=CC=2N(C=C1)N=C(N2)C2=CC=CC=C2)=O)C(=O)O (1-methyl-5-(2-phenyl-[1,2,4]triazolo[1,5-a]pyridin-7-ylcarbamoyl)-1H-pyrazole-4-carboxylic acid), Cl.O1CC(C1)N (oxetan-3-amine hydrochloride), C(C)(C)N(CC)C(C)C (diisopropylethylamine), CCCP(=O)=O (propylphosphonic anhydride). Procedure: A mixture of 1-methyl-5-(2-phenyl-[1,2,4]triazolo[1,5-a]pyridin-7-ylcarbamoyl)-1H-pyrazole-4-carboxylic acid (100 mg, 276 μmol), oxetan-3-amine hydrochloride (60.5 mg, 552 μmol), diisopropylethylamine (241 μl, 1.38 mmol) and propylphosphonic anhydride (50% in ethyl acetate, 407 μl, 690 μmol) in tetrahydrofurane (7 ml) is stirred for 20 hours at reflux under nitrogen atmosphere. The solvent is evaporated and to the residue is added sat. aqueous sodium hydrogencarbonate solution. The mixture is st... Yields the product CN1N=CC(=C1C(=O)NC1=CC=2N(C=C1)N=C(N2)C2=CC=CC=C2)C(=O)NC2COC2 (1-methyl-N4-(oxetan-3-yl)-N5-(2-phenyl-[1,2,4]triazolo[1,5-a]pyridin-7-yl)-1H-pyrazole-4,5-dicarboxamide). Isolated yield 38.2%. Reaction conditions: time 20 hour. The solvent is O1CCCC1 (tetrahydrofurane). Starting materials: C([O-])([O-])=O.[K+].[K+] (potassium carbonate), C(C=C)C=1C=C(C=O)C=CC1O (3-allyl-4-hydroxybenzaldehyde), CI (methyl iodide). The solvent is CC(=O)C (acetone), CC(=O)C (acetone). Product: C(C=C)C=1C=C(C=O)C=CC1OC (3-allyl-4-methoxybenzaldehyde). As a reaction SMILES: [CH2:1]([C:4]1[CH:5]=[C:6]([CH:9]=[CH:10][C:11]=1[OH:12])[CH:7]=[O:8])[CH:2]=[CH2:3].[C:13](=O)([O-])[O-].[K+].[K+].CI>CC(C)=O>[CH2:1]([C:4]1[CH:5]=[C:6]([CH:9]=[CH:10][C:11]=1[O:12][CH3:13])[CH:7]=[O:8])[CH:2]=[CH2:3] |f:1.2.3|. Procedure: Two equivalents of potassium carbonate are added slowly with stirring to a solution of 4-hydroxybenzaldehyde in acetone. A solution of allyl bromide (1.1 equivalent) in acetone is added and the mixture is refluxed for two hours, filtered to remove inorganic salts and volatiles stripped under reduced pressure. The resulting 4-allyloxybenzaldehyde is then heated for six hours at 220° C. to yield the rearrangement product, 3-allyl-4-hydroxybenzaldehyde. One equivalent of 3-allyl-4-hydroxybenzaldehy... Starting materials: COC(=O)C1=NC(=NN1)[N+](=O)[O-] (3-nitro-1,2,4-triazole-5-carboxylic acid methyl ester), COCCN (methoxy ethylamine). Solvent: O1CCOCC1 (dioxane). Yields the product COCCNC(=O)C1=NC(=NN1)[N+](=O)[O-] (3-nitro-1,2,4-triazole-5-carboxylic acidmethoxyethylamide). Reaction SMILES: CO[C:3]([C:5]1[NH:9][N:8]=[C:7]([N+:10]([O-:12])=[O:11])[N:6]=1)=[O:4].[CH3:13][O:14][CH2:15][CH2:16][NH2:17]>O1CCOCC1>[CH3:13][O:14][CH2:15][CH2:16][NH:17][C:3]([C:5]1[NH:9][N:8]=[C:7]([N+:10]([O-:12])=[O:11])[N:6]=1)=[O:4]. Procedure: To 1 g of 3-nitro-1,2,4-triazole-5-carboxylic acid methyl ester dissolved in 5 ml of dioxane is added 1 g of methoxy ethylamine. The reaction mixture is warmed at 40°-50° C. for 2 hr with stirring.